Dataset: the Open Reaction Database (ORD), a public repository of structured organic reaction records. Task: describe an organic reaction: reactants, conditions, products, and yield Yields the product CON(C)C(=O)C1CCN(C(=O)OC(C)(C)C)CC1. Reactants: CC(C)(C)OC(=O)N1CCC(C(=O)O)CC1, CNOC, CCN=C=NCCCN(C)C, CNOC, ClCCl, Cl, Cl, CN(C)C=O, On1nnc2ccccc21. As a reaction SMILES: [C:6](=[O:7])([O:8][C:9]([CH3:10])([CH3:11])[CH3:12])[N:13]1[CH2:14][CH2:15][CH:16]([C:17](=[O:18])[OH:19])[CH2:20][CH2:21]1.[CH3:2][NH:3][O:4][CH3:5].[CH3:33][N:34]([CH3:35])[CH2:36][CH2:37][CH2:38][N:39]=[C:40]=[N:41][CH2:42][CH3:43].[CH3:44][NH:45][O:46][CH3:47].[Cl:48][CH2:49][Cl:50].[ClH:1].[ClH:32].[O:51]=[CH:52][N:53]([CH3:54])[CH3:55].[OH:22][n:23]1[c:24]2[cH:25][cH:26][cH:27][cH:28][c:29]2[n:30][n:31]1>>[CH3:2][N:3]([O:4][CH3:5])[C:17]([CH:16]1[CH2:15][CH2:14][N:13]([C:6](=[O:7])[O:8][C:9]([CH3:10])([CH3:11])[CH3:12])[CH2:21][CH2:20]1)=[O:19]. Reactants: B(O)(O)O (boric acid), O (water), B([O-])(O)OB(O)O.[NH4+] (monoammonium diborate), Br(=O)(=O)[O-].Br(=O)(=O)[O-].[NH4+].[NH4+] (diammonium dibromate), dibromate, ammonium salt, B(O)(O)O (boric acid). The product is B([O-])([O-])OB(O)O.[NH4+].[NH4+] (diammonium diborate). Reaction SMILES: B(O)(O)O.O.[B:6]([O:9][B:10]([OH:12])[OH:11])([OH:8])[O-:7].[NH4+:13].Br([O-])(=O)=O.Br([O-])(=O)=O.[NH4+].[NH4+]>>[B:6]([O:9][B:10]([OH:12])[OH:11])([O-:8])[O-:7].[NH4+:13].[NH4+:13] |f:2.3,4.5.6.7,8.9.10|. Reported procedure: 100 gms of boric acid are heated to 160° C. to 200° C. until three mols of water is removed per molecule thereby producing boron oxide (B2O3). The powdered boric oxide is slowly added to 100 gms of aqueous ammonia containing 25 % ammonia while agitating and keeping the temperature below the temperature wherein the ammonia evaporates from the water. Increase pressure may also be used to prevent the loss of ammonia from the water and the ammonia may be added to the water in a gaseous form. The mix...